This data is from the Open Reaction Database (ORD), a public repository of structured organic reaction records. The task is: describe an organic reaction: reactants, conditions, products, and yield Starting materials: CC(=O)O[BH-](OC(C)=O)OC(C)=O, O=C([O-])O, ClCCl, CC(=O)O, CN1CCCC1=O, CC=O, O=C1NC(=O)c2ccc(I)cc2C1=CNc1ccc(N2CCNCC2)cc1, [Na+], [Na+]. The product is CCN1CCN(c2ccc(NC=C3C(=O)NC(=O)c4ccc(I)cc43)cc2)CC1. Reaction SMILES: [C:28]([CH3:29])([O:30][BH-:31]([O:32][C:33](=[O:34])[CH3:35])[O:36][C:37](=[O:38])[CH3:39])=[O:40].[C:49](=[O:50])([OH:51])[O-:52].[CH2:61]([Cl:62])[Cl:63].[CH3:45][C:46](=[O:47])[OH:48].[CH3:54][N:55]1[CH2:56][CH2:57][CH2:58][C:59]1=[O:60].[CH:42](=[O:43])[CH3:44].[I:1][c:2]1[cH:3][c:4]2[c:9]([cH:10][cH:11]1)[C:8](=[O:12])[NH:7][C:6](=[O:13])[C:5]2=[CH:14][NH:15][c:16]1[cH:17][cH:18][c:19]([N:22]2[CH2:23][CH2:24][NH:25][CH2:26][CH2:27]2)[cH:20][cH:21]1.[Na+:41].[Na+:53]>>[I:1][c:2]1[cH:3][c:4]2[c:9]([cH:10][cH:11]1)[C:8](=[O:12])[NH:7][C:6](=[O:13])[C:5]2=[CH:14][NH:15][c:16]1[cH:17][cH:18][c:19]([N:22]2[CH2:23][CH2:24][N:25]([CH2:28][CH3:29])[CH2:26][CH2:27]2)[cH:20][cH:21]1.